This data is from the Open Reaction Database (ORD), a public repository of structured organic reaction records. The task is: describe an organic reaction: reactants, conditions, products, and yield Starting materials: C(C)(=O)OC=1C(=C2C(CC(OC2=C(C1C)C)(COC1=CC=C(C=C1)[N+](=O)[O-])O)=O)C (6-acetoxy-2-hydroxy-5,7,8-trimethyl-2-(4-nitrophenoxymethyl)chroman-4-one), O1CCCC1 (tetrahydrofuran). Reagents/catalysts: [Pd] (palladium-on-carbon). Run in C(C)O (ethanol). The product is C(C)(=O)OC=1C(=C2C(CC(OC2=C(C1C)C)(O)COC1=CC=C(C=C1)N)=O)C (6-Acetoxy-2-(4-aminophenoxymethyl)-2-hydroxy-5,7,8-trimethylchroman-4-one). Reaction SMILES: [C:1]([O:4][C:5]1[C:6]([CH3:30])=[C:7]2[C:12](=[C:13]([CH3:16])[C:14]=1[CH3:15])[O:11][C:10]([OH:28])([CH2:17][O:18][C:19]1[CH:24]=[CH:23][C:22]([N+:25]([O-])=O)=[CH:21][CH:20]=1)[CH2:9][C:8]2=[O:29])(=[O:3])[CH3:2].O1CCCC1>[Pd].C(O)C>[C:1]([O:4][C:5]1[C:6]([CH3:30])=[C:7]2[C:12](=[C:13]([CH3:16])[C:14]=1[CH3:15])[O:11][C:10]([CH2:17][O:18][C:19]1[CH:20]=[CH:21][C:22]([NH2:25])=[CH:23][CH:24]=1)([OH:28])[CH2:9][C:8]2=[O:29])(=[O:3])[CH3:2]. Reported procedure: Following the same procedure as described in Preparation 24, 7 g of 6-acetoxy-2-hydroxy-5,7,8-trimethyl-2-(4-nitrophenoxymethyl)chroman-4-one (prepared as described in Preparation 43) were treated with 5 g of 10% w/w palladium-on-carbon, 100 ml of tetrahydrofuran and 100 ml of ethanol, to give the title compound. The reactants are [H-].[Na+] (NaH), C(C=C)Br (Allyl bromide), C1(=CC=CC=C1O)C (o-cresol), resin. Run in CN(C)C=O (DMF). Reaction conditions: time 19 hour. The product is C(C=C)OCC=C (allyl ether), C1(=CC=CC=C1O)C (o-cresol). Reaction SMILES: [C:1]1([CH3:8])[C:6]([OH:7])=[CH:5][CH:4]=[CH:3][CH:2]=1.[H-].[Na+].[CH2:11](Br)[CH:12]=[CH2:13]>CN(C=O)C>[CH2:13]([O:7][CH2:6][CH:1]=[CH2:8])[CH:12]=[CH2:11].[C:1]1([CH3:8])[C:6]([OH:7])=[CH:5][CH:4]=[CH:3][CH:2]=1 |f:1.2|. Reported procedure: An o-cresol novolac resin (9.8 g, 0.082 mol) and DMF (70 mL) are added under nitrogen to a 250 ml 3-neck flask. NaH (2.55 g, 0.106 mol) is slowly added to the stirred solution. Allyl bromide (14.9 g, 0.123 mol) is then added drop-wise over 30 minutes. The reaction is continued for 19 hours at room temperature. The solids are filtered off and 70 mL toluene is added. The resulting solution is washed with 70 mL of water. The product allyl ether of the o-cresol novolac resin is isolated by evaporati... Reactants: [N+](=O)([O-])C1=C(C(=O)NNC(C2=C(C=C(C=C2[N+](=O)[O-])[N+](=O)[O-])[N+](=O)[O-])=O)C(=CC(=C1)[N+](=O)[O-])[N+](=O)[O-] (N,N'-bis(2,4,6-trinitrobenzoyl)hydrazine), P(Cl)(Cl)(Cl)(Cl)Cl (PCl5). The solvent is [N+](=O)([O-])C1=CC=CC=C1 (nitrobenzene). Product: C1(=C([N+](=O)[O-])C=C([N+](=O)[O-])C=C1[N+](=O)[O-])C=1OC(=NN1)C1=C([N+](=O)[O-])C=C([N+](=O)[O-])C=C1[N+](=O)[O-] (2,5-dipicryl-1,3,4-oxadiazole). RXN SMILES: [N+:1]([C:4]1[CH:30]=[C:29]([N+:31]([O-:33])=[O:32])[CH:28]=[C:27]([N+:34]([O-:36])=[O:35])[C:5]=1[C:6]([NH:8][NH:9][C:10](=[O:26])[C:11]1[C:16]([N+:17]([O-:19])=[O:18])=[CH:15][C:14]([N+:20]([O-:22])=[O:21])=[CH:13][C:12]=1[N+:23]([O-:25])=[O:24])=O)([O-:3])=[O:2].P(Cl)(Cl)(Cl)(Cl)Cl>[N+](C1C=CC=CC=1)([O-])=O>[C:5]1([C:6]2[O:26][C:10]([C:11]3[C:12]([N+:23]([O-:25])=[O:24])=[CH:13][C:14]([N+:20]([O-:22])=[O:21])=[CH:15][C:16]=3[N+:17]([O-:19])=[O:18])=[N:9][N:8]=2)[C:27]([N+:34]([O-:36])=[O:35])=[CH:28][C:29]([N+:31]([O-:33])=[O:32])=[CH:30][C:4]=1[N+:1]([O-:3])=[O:2]. Reported procedure: Dacons, Joseph C.; and Sitzmann, Michael E., Journal of Heterocylic Chemistry, 14, 1151-5 (1977) disclose the cyclization of N,N'-bis(2,4,6-trinitrobenzoyl)hydrazine with PCl5 in nitrobenzene to produce 2,5-dipicryl-1,3,4-oxadiazole in yields of 30-35 percent. Separation of the product 2,5-dipicryl-1,3,4-oxadiazole from nitrobenzene (b.p. 210° C.) is very difficult. The nitrobenzene is removed either by steam distillation or by pouring the nitrobenzene reaction mixture into a second solvent (e.g... The reactants are Cl (Hydrochloric acid), COC([C@@H](N(C=O)C1=CC=C(C=C1)Cl)C)=O ((±)-N-Formyl-(4-chlorophenyl)alanine methyl ester), ClCCl (dichloromethane), C(C(=O)Cl)(=O)Cl (oxalyl chloride), ferric chloride, resultant mixture, ClCCl (dichloromethane). Reaction conditions: time 30 minute. The product is ClC1=CC=C2C=C(N=CC2=C1)C(=O)OC (Methyl 7-chloroisoquinoline-3-carboxylate). RXN SMILES: [CH3:1][O:2][C:3](=[O:16])[C@H:4]([CH3:15])[N:5]([C:8]1[CH:13]=[CH:12][C:11](Cl)=[CH:10]C=1)C=O.[C:17](Cl)(=O)C(Cl)=O.Cl.Cl[CH2:25][Cl:26]>>[Cl:26][C:25]1[CH:17]=[C:13]2[C:12]([CH:15]=[C:4]([C:3]([O:2][CH3:1])=[O:16])[N:5]=[CH:8]2)=[CH:11][CH:10]=1. Procedure: (±)-N-Formyl-(4-chlorophenyl)alanine methyl ester (1.45 g) was dissolved in dichloromethane (40 ml), and oxalyl chloride (0.57 ml) was added dropwise. After the mixture was stirred at room temperature for 30 minutes, ferric chloride (1.17 g) was added at an ambient temperature of about −10° C. to stir the mixture at room temperature for 4 days. 1N Hydrochloric acid was added, and the resultant mixture was diluted with dichloromethane to separate an organic layer. The organic layer was dried over... Reactants: C1CCOC1, Cn1cc(C(=O)O)c(Nc2ccc3ccccc3c2)cc1=O, O=C(Oc1c(F)c(F)c(F)c(F)c1F)C(F)(F)F, c1ccncc1. The product is Cn1cc(C(=O)Oc2c(F)c(F)c(F)c(F)c2F)c(Nc2ccc3ccccc3c2)cc1=O. RXN SMILES: [CH2:47]1[O:48][CH2:49][CH2:50][CH2:51]1.[CH3:1][n:2]1[cH:3][c:4]([C:20](=[O:21])[OH:22])[c:5]([NH:9][c:10]2[cH:11][c:12]3[cH:13][cH:14][cH:15][cH:16][c:17]3[cH:18][cH:19]2)[cH:6][c:7]1=[O:8].[F:23][C:24]([F:25])([F:26])[C:27]([O:39][c:28]1[c:29]([F:38])[c:30]([F:37])[c:31]([F:36])[c:32]([F:35])[c:33]1[F:34])=[O:40].[cH:41]1[cH:42][cH:43][n:44][cH:45][cH:46]1>>[CH3:1][n:2]1[cH:3][c:4]([C:20](=[O:21])[O:22][c:28]2[c:29]([F:38])[c:30]([F:37])[c:31]([F:36])[c:32]([F:35])[c:33]2[F:34])[c:5]([NH:9][c:10]2[cH:11][c:12]3[cH:13][cH:14][cH:15][cH:16][c:17]3[cH:18][cH:19]2)[cH:6][c:7]1=[O:8]. Reactants: C(=O)(OC(C)(C)C)N[C@@H]1C[C@H](C1)CO (trans-3-(N-BOC-amino)-cyclobutanemethanol), N(=NC(=O)OCC)C(=O)OCC (diethyl azodicarboxylate), ON1C(C=2C(C1=O)=CC=CC2)=O (N-hydroxyphthalimide), C1(=CC=CC=C1)P(C1=CC=CC=C1)C1=CC=CC=C1 (triphenylphosphine). Product: C(=O)(OC(C)(C)C)N[C@@H]1C[C@H](C1)CON1C(C2=CC=CC=C2C1=O)=O (2-[trans-3-(N-BOC-amino)-cyclobutylmethoxy]-1H-isoindole-1,3(2H)-dione). RXN SMILES: [C:1]([NH:8][C@H:9]1[CH2:12][C@H:11]([CH2:13][OH:14])[CH2:10]1)([O:3][C:4]([CH3:7])([CH3:6])[CH3:5])=[O:2].O[N:16]1[C:20](=[O:21])[C:19]2=[CH:22][CH:23]=[CH:24][CH:25]=[C:18]2[C:17]1=[O:26].C1(P(C2C=CC=CC=2)C2C=CC=CC=2)C=CC=CC=1.N(C(OCC)=O)=NC(OCC)=O>>[C:1]([NH:8][C@H:9]1[CH2:12][C@H:11]([CH2:13][O:14][N:16]2[C:20](=[O:21])[C:19]3[C:18](=[CH:25][CH:24]=[CH:23][CH:22]=3)[C:17]2=[O:26])[CH2:10]1)([O:3][C:4]([CH3:7])([CH3:6])[CH3:5])=[O:2]. Reported procedure: Analogously to Example 6a, starting from 5.6 g (0.02782 mol) of trans-3-(N-BOC-amino)-cyclobutanemethanol, 4.54 g (0.02783 mol) of N-hydroxyphthalimide, 7.3 g (0.02783 mol) of triphenylphosphine and 5.12 ml (0.0306 mol) of diethyl azodicarboxylate (93%), the title compound is obtained, m.p. 120°-122° C. Yields the product Nc1ccccc1C#Cc1cccn2nc(Cl)nc12. The reactants are Clc1nc2c(Br)cccn2n1, C#Cc1ccccc1N, CN(C)C=O, CCN(C(C)C)C(C)C, Cl, [Cu]I. RXN SMILES: [Br:19][c:20]1[c:21]2[n:22]([cH:23][cH:24][cH:25]1)[n:26][c:27]([Cl:29])[n:28]2.[C:1](#[CH:2])[c:3]1[c:4]([NH2:9])[cH:5][cH:6][cH:7][cH:8]1.[CH3:31][N:32]([CH3:33])[CH:34]=[O:35].[CH:10]([N:11]([CH2:12][CH3:13])[CH:14]([CH3:15])[CH3:16])([CH3:17])[CH3:18].[ClH:30].[Cu:36][I:37]>>[C:1](#[C:2][c:20]1[c:21]2[n:22]([cH:23][cH:24][cH:25]1)[n:26][c:27]([Cl:29])[n:28]2)[c:3]1[c:4]([NH2:9])[cH:5][cH:6][cH:7][cH:8]1. Reactants: C(C)N(CCN1N=C2C=3C(=C(C=CC13)NC(CN(CC1=CC=CC=C1)CCOCC1=CC=CC=C1)=O)OC1=C2C=C(C=C1)O)CC (N-[2-[2-(diethylamino)ethyl]-9-hydroxy-2H-[1]benzopyrano[4,3,2-cd]indazol-5-yl]-2-[[2-(phenylmethoxy)-ethyl](phenylmethyl)amino]acetamide), [H][H] (hydrogen), Cl (hydrogen chloride), O (water). The reagents and catalysts are [OH-].[OH-].[Pd+2] (palladium hydroxide on carbon). Run in C(C)(=O)O (acetic acid). Yields the product Cl.C(C)N(CCN1N=C2C=3C(=C(C=CC13)NC(CNCCO)=O)OC1=C2C=C(C=C1)O)CC (N-[2-[2-(Diethylamino)ethyl]-9-hydroxy-2H-[1]benzopyrano[4,3,2-cd]indazole-5-yl]-2-[(2-hydroxyethyl)-amino]-acetamide, hydrochloride). Reaction SMILES: [CH2:1]([N:3]([CH2:45][CH3:46])[CH2:4][CH2:5][N:6]1[C:14]2[CH:13]=[CH:12][C:11]([NH:15][C:16](=[O:36])[CH2:17][N:18]([CH2:26][CH2:27][O:28]CC3C=CC=CC=3)CC3C=CC=CC=3)=[C:10]3[O:37][C:38]4[CH:43]=[CH:42][C:41]([OH:44])=[CH:40][C:39]=4[C:8]([C:9]=23)=[N:7]1)[CH3:2].[H][H].[ClH:49].O>C(O)(=O)C.[OH-].[OH-].[Pd+2]>[ClH:49].[CH2:45]([N:3]([CH2:1][CH3:2])[CH2:4][CH2:5][N:6]1[C:14]2[CH:13]=[CH:12][C:11]([NH:15][C:16](=[O:36])[CH2:17][NH:18][CH2:26][CH2:27][OH:28])=[C:10]3[O:37][C:38]4[CH:43]=[CH:42][C:41]([OH:44])=[CH:40][C:39]=4[C:8]([C:9]=23)=[N:7]1)[CH3:46] |f:5.6.7,8.9|. Procedure: A mixture of 1.3 g of the above acetamide and 0.10 g of 20% palladium hydroxide on carbon in 50 ml of glacial acetic acid stirred under hydrogen at atmospheric pressure until the hydrogen uptake measured 100 ml. The reaction mixture was filtered and coevaporated several times with methanol. The residue was dissolved in methanol and acidified with a solution of hydrogen chloride in 2-propanol. Further dilution with 2-propanol and cooling caused precipitation of a crystalline solid. The solid was ... As a reaction SMILES: [CH3:49][OH:50].[ClH:51].[Na+:48].[O:1]=[C:2]1[N:3]([CH2:11][CH2:12][CH2:13][CH2:14][P:15](=[O:16])([O:17][CH3:18])[CH2:19][CH:20]([C:21](=[O:22])[NH:23][CH:24]([CH2:25][CH:26]([CH3:27])[CH3:28])[C:29](=[O:30])[OH:31])[CH2:32][CH2:33][c:34]2[cH:35][cH:36][cH:37][cH:38][cH:39]2)[CH2:4][c:5]2[cH:6][cH:7][cH:8][cH:9][c:10]21.[OH-:47].[c:40]1([NH-:46])[cH:41][cH:42][cH:43][cH:44][cH:45]1>>[O:1]=[C:2]1[N:3]([CH2:11][CH2:12][CH2:13][CH2:14][P:15](=[O:16])([OH:17])[CH2:19][CH:20]([C:21](=[O:22])[NH:23][CH:24]([CH2:25][CH:26]([CH3:27])[CH3:28])[C:29](=[O:30])[OH:31])[CH2:32][CH2:33][c:34]2[cH:35][cH:36][cH:37][cH:38][cH:39]2)[CH2:4][c:5]2[cH:6][cH:7][cH:8][cH:9][c:10]21.[c:40]1([NH-:46])[cH:41][cH:42][cH:43][cH:44][cH:45]1. Yields the product CC(C)CC(NC(=O)C(CCc1ccccc1)CP(=O)(O)CCCCN1Cc2ccccc2C1=O)C(=O)O, [NH-]c1ccccc1. Reactants: CO, Cl, [Na+], COP(=O)(CCCCN1Cc2ccccc2C1=O)CC(CCc1ccccc1)C(=O)NC(CC(C)C)C(=O)O, [OH-], [NH-]c1ccccc1. Reactants: COC(=O)c1c(Cl)cc(C#N)cc1Cl, [I-], [Li+], c1ccncc1. Yields the product N#Cc1cc(Cl)c(C(=O)O)c(Cl)c1. Reaction SMILES: [Cl:1][c:2]1[c:3]([C:4](=[O:5])[O:6][CH3:7])[c:8]([Cl:14])[cH:9][c:10]([C:12]#[N:13])[cH:11]1.[I-:15].[Li+:16].[cH:17]1[cH:18][cH:19][n:20][cH:21][cH:22]1>>[Cl:1][c:2]1[c:3]([C:4](=[O:5])[OH:6])[c:8]([Cl:14])[cH:9][c:10]([C:12]#[N:13])[cH:11]1.